From a dataset of the Open Reaction Database (ORD), a public repository of structured organic reaction records. describe an organic reaction: reactants, conditions, products, and yield The reactants are CC#N, [O-][Cl+][O-], COC(=O)CC1N=C(c2ccc(Cl)cc2)c2c(sc(C=O)c2C)-n2c(C)nnc21, [Na+], [Na+], [Na+], [Na+], O, OO, O=P([O-])(O)O, O=S([O-])[O-]. Product: COC(=O)CC1N=C(c2ccc(Cl)cc2)c2c(sc(C(=O)O)c2C)-n2c(C)nnc21. As a reaction SMILES: [CH3:48][C:49]#[N:50].[Cl+:38]([O-:39])[O-:40].[Cl:1][c:2]1[cH:3][cH:4][c:5]([C:8]2=[N:9][CH:10]([CH2:25][C:26](=[O:27])[O:28][CH3:29])[c:11]3[n:12]([c:21]([CH3:24])[n:22][n:23]3)-[c:13]3[c:14]2[c:15]([CH3:20])[c:16]([CH:18]=[O:19])[s:17]3)[cH:6][cH:7]1.[Na+:35].[Na+:41].[Na+:46].[Na+:47].[OH2:51].[OH:36][OH:37].[P:30](=[O:31])([O-:32])([OH:33])[OH:34].[S:42]([O-:43])([O-:44])=[O:45]>>[Cl:1][c:2]1[cH:3][cH:4][c:5]([C:8]2=[N:9][CH:10]([CH2:25][C:26](=[O:27])[O:28][CH3:29])[c:11]3[n:12]([c:21]([CH3:24])[n:22][n:23]3)-[c:13]3[c:14]2[c:15]([CH3:20])[c:16]([C:18](=[O:19])[OH:31])[s:17]3)[cH:6][cH:7]1. Reactants: C1CCOC1, CNCC(C)(C)C, CCN(C(C)C)C(C)C, CONC(=O)c1ccc(C)c(Nc2nc(SC)nc(Cl)c2C#N)c1, Cl. Product: CONC(=O)c1ccc(C)c(Nc2nc(SC)nc(N(C)CC(C)(C)C)c2C#N)c1. RXN SMILES: [CH2:42]1[O:43][CH2:44][CH2:45][CH2:46]1.[CH3:26][NH:27][CH2:28][C:29]([CH3:30])([CH3:31])[CH3:32].[CH:33]([N:34]([CH2:35][CH3:36])[CH:37]([CH3:38])[CH3:39])([CH3:40])[CH3:41].[Cl:1][c:2]1[c:3]([C:23]#[N:24])[c:4]([NH:10][c:11]2[cH:12][c:13]([C:14](=[O:15])[NH:16][O:17][CH3:18])[cH:19][cH:20][c:21]2[CH3:22])[n:5][c:6]([S:8][CH3:9])[n:7]1.[ClH:25]>>[c:2]1([N:27]([CH3:26])[CH2:28][C:29]([CH3:30])([CH3:31])[CH3:32])[c:3]([C:23]#[N:24])[c:4]([NH:10][c:11]2[cH:12][c:13]([C:14](=[O:15])[NH:16][O:17][CH3:18])[cH:19][cH:20][c:21]2[CH3:22])[n:5][c:6]([S:8][CH3:9])[n:7]1.